describe an organic reaction: reactants, conditions, products, and yield From a dataset of the Open Reaction Database (ORD), a public repository of structured organic reaction records. Starting materials: C(C1=CC=CC=C1)[C@@H]([C@H](C[C@@H](C)C(NCCC(C)(C)C)=O)O)NC(C1=CC(=C(C=C1)F)N1C(CCC1)=O)=O (N-[(1S,2S,4R)-1-Benzyl-4-(3,3-dimethylbutylcarbamoyl)-2-hydroxypentyl]-4-fluoro-3-(2-oxopyrrolidin-1-yl)-benzamide), C(C1=CC=CC=C1)[C@@H]([C@H](C[C@@H](C)C(NCCC(C)(C)C)=O)O)NC(C1=CC(=CC(=C1)OC)Br)=O (N-[(1S,2S,4R)-1-benzyl-4-(3,3-dimethylbutylcarbamoyl)-2-hydroxypentyl]-3-bromo-5-methoxybenzamide), C1(CCCCCN1)=O (ε-caprolactam). Yields the product C(C1=CC=CC=C1)[C@@H]([C@H](C[C@@H](C)C(NC1C2CCC(C1)C2)=O)O)NC(C2=CC(=CC(=C2)N2C(CCCCC2)=O)OC)=O (N-[(1S,2S,4R)-1-Benzyl-4-(bicyclo[2.2.1]hept-2-ylcarbamoyl)-2-hydroxypentyl]-3-methoxy-5-(2-oxoazepan-1-yl)benzamide). Reaction SMILES: C([C@H](NC(=O)C1C=C[C:28](F)=[C:27]([N:32]2[CH2:36][CH2:35][CH2:34][C:33]2=[O:37])C=1)[C@@H](O)C[C@H](C(=O)NCCC(C)(C)C)C)C1C=CC=CC=1.[CH2:39]([C@H:46]([NH:61][C:62](=[O:72])[C:63]1[CH:68]=[C:67]([O:69][CH3:70])[CH:66]=[C:65](Br)[CH:64]=1)[C@@H:47]([OH:60])[CH2:48][C@H:49]([C:51](=[O:59])[NH:52][CH2:53][CH2:54][C:55](C)([CH3:57])[CH3:56])[CH3:50])[C:40]1[CH:45]=[CH:44][CH:43]=[CH:42][CH:41]=1.[C:73]1(=O)NCCCC[CH2:74]1>>[CH2:39]([C@H:46]([NH:61][C:62](=[O:72])[C:63]1[CH:64]=[C:65]([N:32]2[CH2:27][CH2:28][CH2:36][CH2:35][CH2:34][C:33]2=[O:37])[CH:66]=[C:67]([O:69][CH3:70])[CH:68]=1)[C@@H:47]([OH:60])[CH2:48][C@H:49]([C:51](=[O:59])[NH:52][CH:53]1[CH2:54][CH:55]2[CH2:56][CH:73]1[CH2:74][CH2:57]2)[CH3:50])[C:40]1[CH:41]=[CH:42][CH:43]=[CH:44][CH:45]=1. Reported procedure: Prepared in an analogous manner to E1, from N-[(1S,2S,4R)-1-benzyl-4-(3,3-dimethylbutylcarbamoyl)-2-hydroxypentyl]-3-bromo-5-methoxybenzamide (D17) and ε-caprolactam. As a reaction SMILES: [NH2:1][C:2]1[N:7]=[C:6]([CH3:8])[C:5]([CH2:9][CH2:10][CH2:11][NH:12][CH2:13][C:14]2[CH:15]=[C:16]([CH2:20][C:21]([O:23][CH3:24])=[O:22])[CH:17]=[CH:18][CH:19]=2)=[C:4]([NH:25][CH2:26][CH2:27][CH2:28][CH2:29][CH3:30])[N:3]=1.[CH3:31][S:32](Cl)(=[O:34])=[O:33]>C(Cl)Cl>[NH2:1][C:2]1[N:7]=[C:6]([CH3:8])[C:5]([CH2:9][CH2:10][CH2:11][N:12]([CH2:13][C:14]2[CH:15]=[C:16]([CH2:20][C:21]([O:23][CH3:24])=[O:22])[CH:17]=[CH:18][CH:19]=2)[S:32]([CH3:31])(=[O:34])=[O:33])=[C:4]([NH:25][CH2:26][CH2:27][CH2:28][CH2:29][CH3:30])[N:3]=1. Reactants: CS(=O)(=O)Cl (methanesulfonyl chloride), TEA, NC1=NC(=C(C(=N1)C)CCCNCC=1C=C(C=CC1)CC(=O)OC)NCCCCC (Methyl 2-(3-((3-(2-Amino-4-methyl-6-(pentylamino)pyrimidin-5-yl)propylamino)methyl)phenyl)acetate). Run at time 16 hour. The solvent is C(Cl)Cl (DCM). Procedure details: To a stirred solution of the product from Example 1 (70 mg) dissolved in DCM was added methanesulfonyl chloride (16 μl) and TEA (28.3 μl) under nitrogen. The resulting solution was stirred at rt for 16 h. The solvents were evaporated, the residue redissolved in MeOH and the crude product was purified by RPHPLC to afford the title compound 32 mg. Yields the product NC1=NC(=C(C(=N1)C)CCCN(S(=O)(=O)C)CC=1C=C(C=CC1)CC(=O)OC)NCCCCC (Methyl 2-(3-((N-(3-(2-amino-4-methyl-6-(pentylamino)pyrimidin-5-yl)propyl)methylsulfonamido)methyl)phenyl)acetate).